describe an organic reaction: reactants, conditions, products, and yield From a dataset of the Open Reaction Database (ORD), a public repository of structured organic reaction records. RXN SMILES: [OH2:16].[c:1]1([CH:7]([CH3:8])[NH:9][CH2:10][C:11](=[O:12])[O:13][CH2:14][CH3:15])[cH:2][cH:3][cH:4][cH:5][cH:6]1>>[c:1]1([CH:7]([CH3:8])[NH:9][CH2:10][C:11](=[O:12])[OH:13])[cH:2][cH:3][cH:4][cH:5][cH:6]1. The product is CC(NCC(=O)O)c1ccccc1. Starting materials: O, CCOC(=O)CNC(C)c1ccccc1. The reactants are C(C)(C)(C)OC(=O)N1C(=NC2=C1C=CC=C2)CNC2CCCC=1C=CC=NC21 ((1-tert-butoxycarbonyl-1H-Benzimidazol-2-ylmethyl)-(5,6,7,8-tetrahydro-quinolin-8-yl)-amine), C(C)(C)N(C(C)C)CC (N,N-diisopropylethylamine), resultant mixture, BrCC1=CC(=C(C#N)C=C1)OC (4-(bromomethyl)-2-methoxybenzonitrile). Run in CC#N (CH3CN). The product is NCC1=C(C=C(CN(C2CCCC=3C=CC=NC23)CC2=NC3=C(N2)C=CC=C3)C=C1)OC ((4-Aminomethyl-3-methoxy-benzyl)-(1H-benzimidazol-2-ylmethyl)-(5,6,7,8-tetrahydro-quinolin-8-yl)-amine). The yield is 68.8%. RXN SMILES: C(OC([N:8]1[C:12]2[CH:13]=[CH:14][CH:15]=[CH:16][C:11]=2[N:10]=[C:9]1[CH2:17][NH:18][CH:19]1[C:28]2[N:27]=[CH:26][CH:25]=[CH:24][C:23]=2[CH2:22][CH2:21][CH2:20]1)=O)(C)(C)C.C(N(CC)C(C)C)(C)C.Br[CH2:39][C:40]1[CH:47]=[CH:46][C:43]([C:44]#[N:45])=[C:42]([O:48][CH3:49])[CH:41]=1>CC#N>[NH2:45][CH2:44][C:43]1[CH:46]=[CH:47][C:40]([CH2:39][N:18]([CH2:17][C:9]2[NH:10][C:11]3[CH:16]=[CH:15][CH:14]=[CH:13][C:12]=3[N:8]=2)[CH:19]2[C:28]3[N:27]=[CH:26][CH:25]=[CH:24][C:23]=3[CH2:22][CH2:21][CH2:20]2)=[CH:41][C:42]=1[O:48][CH3:49]. Procedure details: To a solution of (1-tert-butoxycarbonyl-1H-Benzimidazol-2-ylmethyl)-(5,6,7,8-tetrahydro-quinolin-8-yl)-amine (0.386 g, 1.02 mmol) in CH3CN (10 mL) was added N,N-diisopropylethylamine (0.35 mL, 2.00 mmol) followed by of 4-(bromomethyl)-2-methoxybenzonitrile (0.363 g, 1.60 mmol). The resultant mixture was heated to 60° C. for 15 hours then cooled to room temperature. The mixture was concentrated and the residue was partitioned between CH2Cl2 (40 mL) and brine (10 mL). The phases were separated and... Reactants: COc1nc2cc([N+](=O)[O-])cc(CBr)c2nc1OC, CC#N, CCN(C(C)C)C(C)C, CCOP(=O)(OCC)c1ccccc1N. The product is CCOP(=O)(OCC)c1ccccc1NCc1cc([N+](=O)[O-])cc2nc(OC)c(OC)nc12. As a reaction SMILES: [Br:1][CH2:2][c:3]1[c:4]2[n:5][c:6]([O:18][CH3:19])[c:7]([O:16][CH3:17])[n:8][c:9]2[cH:10][c:11]([N+:13](=[O:14])[O-:15])[cH:12]1.[CH3:44][C:45]#[N:46].[CH:35]([N:36]([CH:37]([CH3:38])[CH3:39])[CH2:40][CH3:41])([CH3:42])[CH3:43].[NH2:20][c:21]1[c:22]([P:27]([O:28][CH2:29][CH3:30])([O:31][CH2:32][CH3:33])=[O:34])[cH:23][cH:24][cH:25][cH:26]1>>[CH2:2]([c:3]1[c:4]2[n:5][c:6]([O:18][CH3:19])[c:7]([O:16][CH3:17])[n:8][c:9]2[cH:10][c:11]([N+:13](=[O:14])[O-:15])[cH:12]1)[NH:20][c:21]1[c:22]([P:27]([O:28][CH2:29][CH3:30])([O:31][CH2:32][CH3:33])=[O:34])[cH:23][cH:24][cH:25][cH:26]1. Starting materials: NC1=CC(=C(OC2=CC(=NC=C2)NC(=O)N2CCCC2)C=C1)F (4-(4-amino-2-fluorophenoxy)-2-[(pyrrolidin-1-yl)carbonylamino]pyridine), S(=O)(Cl)Cl (Thionyl chloride), FC1=CC=C(C=C1)CC(=O)O (2-(4-fluorophenyl)acetic acid), [S-]C#N.[K+] (potassium thiocyanate). Solvent: C(C)#N (acetonitrile), C(C)OCC (diethyl ether). Run at temperature 50 celsius, time 1 hour. The product is FC1=C(OC2=CC(=NC=C2)NC(=O)N2CCCC2)C=CC(=C1)NC(=S)NC(CC1=CC=C(C=C1)F)=O (4-(2-Fluoro-4-{3-[2-(4-fluorophenyl)acetyl]thioureido}phenoxy)-2-[(pyrrolidin-1-yl)carbonylamino]pyridine). Isolated yield 54.4%. As a reaction SMILES: S(Cl)(Cl)=O.[F:5][C:6]1[CH:11]=[CH:10][C:9]([CH2:12][C:13]([OH:15])=O)=[CH:8][CH:7]=1.[S-:16][C:17]#[N:18].[K+].[NH2:20][C:21]1[CH:41]=[CH:40][C:24]([O:25][C:26]2[CH:31]=[CH:30][N:29]=[C:28]([NH:32][C:33]([N:35]3[CH2:39][CH2:38][CH2:37][CH2:36]3)=[O:34])[CH:27]=2)=[C:23]([F:42])[CH:22]=1>C(#N)C.C(OCC)C>[F:42][C:23]1[CH:22]=[C:21]([NH:20][C:17]([NH:18][C:13](=[O:15])[CH2:12][C:9]2[CH:8]=[CH:7][C:6]([F:5])=[CH:11][CH:10]=2)=[S:16])[CH:41]=[CH:40][C:24]=1[O:25][C:26]1[CH:31]=[CH:30][N:29]=[C:28]([NH:32][C:33]([N:35]2[CH2:36][CH2:37][CH2:38][CH2:39]2)=[O:34])[CH:27]=1 |f:2.3|. Procedure details: Thionyl chloride (2.0 ml) was added to 2-(4-fluorophenyl)acetic acid (694 mg) under a nitrogen atmosphere, followed by stirring at 50° C. for 1 hr. The reaction mixture was concentrated under a reduced pressure to give a residue. The residue was dissolved in acetonitrile (100 ml) under a nitrogen atmosphere, and then potassium thiocyanate (875 mg) was added thereto at 50° C., followed by stirring at the same temperature for 2 hrs. The reaction mixture was cooled down to room temperature, and the...